This data is from the Open Reaction Database (ORD), a public repository of structured organic reaction records. The task is: describe an organic reaction: reactants, conditions, products, and yield Reactants: BrC=1C=C(C=CC1)NC([C@H](CC1=CC=CC=C1)NCC(=O)OCC)=O (Ethyl 2-((S)-1-(3-bromophenylamino)-1-oxo-3-phenylpropan-2-ylamino)acetate), N1=CC=C(C=C1)B(O)O (pyridine-4-yl boronic acid), C([O-])([O-])=O.[K+].[K+] (potassium carbonate), O (water). The reagents and catalysts are C=1C=CC(=CC1)[P](C=2C=CC=CC2)(C=3C=CC=CC3)[Pd]([P](C=4C=CC=CC4)(C=5C=CC=CC5)C=6C=CC=CC6)([P](C=7C=CC=CC7)(C=8C=CC=CC8)C=9C=CC=CC9)[P](C=1C=CC=CC1)(C=1C=CC=CC1)C=1C=CC=CC1 (tetrakis(triphenylphosphine)palladium). The solvent is C(C)(=O)OCC (ethyl acetate), CN(C(C)=O)C (N,N-dimethylacetamide). Conditions: temperature 80 celsius, time 5 hour. The product is O=C([C@H](CC1=CC=CC=C1)NCC(=O)OCC)NC1=CC(=CC=C1)C1=CC=NC=C1 (Ethyl 2-((S)-1-oxo-3-phenyl-1-(3-(pyridin-4-yl)phenylamino)propan-2-ylamino)acetate). The yield is 15.7%. RXN SMILES: Br[C:2]1[CH:3]=[C:4]([NH:8][C:9](=[O:25])[C@@H:10]([NH:18][CH2:19][C:20]([O:22][CH2:23][CH3:24])=[O:21])[CH2:11][C:12]2[CH:17]=[CH:16][CH:15]=[CH:14][CH:13]=2)[CH:5]=[CH:6][CH:7]=1.[N:26]1[CH:31]=[CH:30][C:29](B(O)O)=[CH:28][CH:27]=1.C(=O)([O-])[O-].[K+].[K+].O>C(OCC)(=O)C.C1C=CC([P]([Pd]([P](C2C=CC=CC=2)(C2C=CC=CC=2)C2C=CC=CC=2)([P](C2C=CC=CC=2)(C2C=CC=CC=2)C2C=CC=CC=2)[P](C2C=CC=CC=2)(C2C=CC=CC=2)C2C=CC=CC=2)(C2C=CC=CC=2)C2C=CC=CC=2)=CC=1.CN(C)C(=O)C>[O:25]=[C:9]([NH:8][C:4]1[CH:5]=[CH:6][CH:7]=[C:2]([C:29]2[CH:30]=[CH:31][N:26]=[CH:27][CH:28]=2)[CH:3]=1)[C@@H:10]([NH:18][CH2:19][C:20]([O:22][CH2:23][CH3:24])=[O:21])[CH2:11][C:12]1[CH:17]=[CH:16][CH:15]=[CH:14][CH:13]=1 |f:2.3.4,^1:51,53,72,91|. Procedure: To a 25 ml of flask was added ethyl 2-((S)-1-(3-bromophenylamino)-1-oxo-3-phenylpropan-2-ylamino)acetate 107.1.B (165 mg, 0.41 mmole), pyridine-4-yl boronic acid (53 mg, 0.43 mmole), tetrakis(triphenylphosphine)palladium (94 mg, 0.081 mmole), potassium carbonate (112 mg, 0.81 mmole), 0.2 ml of water and 2 ml of N,N-dimethylacetamide. The reaction mixture was stirred at 80° C. for 5 hours. Then, the reaction mixture was diluted with ethyl acetate. The organic layer was washed with water and brine... The reactants are C(N)(=O)C=1C(=CC(=NC1OCCC)N1C[C@@H](CCC1)NC(OC(C)(C)C)=O)NC1=CC=C(C=C1)C(=O)N1CCOCC1 ((R)-tert-butyl 1-(5-carbamoyl-4-(4-(morpholine-4-carbonyl)phenylamino)-6-propoxypyridin-2-yl)piperidin-3-ylcarbamate), C(=O)(C(F)(F)F)O (TFA). Run in C(Cl)Cl (CH2Cl2). Conditions: time 1 hour. The product is N[C@H]1CN(CCC1)C1=NC(=C(C(=O)N)C(=C1)NC1=CC=C(C=C1)C(=O)N1CCOCC1)OCCC ((R)-6-(3-aminopiperidin-1-yl)-4-(4-(morpholine-4-carbonyl)phenylamino)-2-propoxynicotinamide). The yield is 86.5%. As a reaction SMILES: [C:1]([C:4]1[C:5]([NH:28][C:29]2[CH:34]=[CH:33][C:32]([C:35]([N:37]3[CH2:42][CH2:41][O:40][CH2:39][CH2:38]3)=[O:36])=[CH:31][CH:30]=2)=[CH:6][C:7]([N:14]2[CH2:19][CH2:18][CH2:17][C@@H:16]([NH:20]C(=O)OC(C)(C)C)[CH2:15]2)=[N:8][C:9]=1[O:10][CH2:11][CH2:12][CH3:13])(=[O:3])[NH2:2].C(O)(C(F)(F)F)=O>C(Cl)Cl>[NH2:20][C@@H:16]1[CH2:17][CH2:18][CH2:19][N:14]([C:7]2[CH:6]=[C:5]([NH:28][C:29]3[CH:34]=[CH:33][C:32]([C:35]([N:37]4[CH2:38][CH2:39][O:40][CH2:41][CH2:42]4)=[O:36])=[CH:31][CH:30]=3)[C:4]([C:1]([NH2:2])=[O:3])=[C:9]([O:10][CH2:11][CH2:12][CH3:13])[N:8]=2)[CH2:15]1. Procedure details: A solution of (R)-tert-butyl 1-(5-carbamoyl-4-(4-(morpholine-4-carbonyl)phenylamino)-6-propoxypyridin-2-yl)piperidin-3-ylcarbamate (530 mg, 0.910 mmol) in CH2Cl2 (5 mL) was treated with TFA (5 mL, 64.9 mmol) and stirred at rt for 1 hr. Solvent was removed by evaporation on a rotary evaporator. The residue was dissolved in CH2Cl2 and washed with NaHCO3 and concentrated to give 380 mg of (R)-6-(3-aminopiperidin-1-yl)-4-(4-(morpholine-4-carbonyl)phenylamino)-2-propoxynicotinamide as a white solid. ... The reactants are C(#N)CC(CC#N)(O)C (1,3-dicyano-2-methyl-2-hydroxypropane), solution, Br (hydrogen bromide). Run in C(C)(=O)O (acetic acid). Reaction conditions: time 3 day. Yields the product NC1=CC(=CC(=N1)Br)C (6-amino-2-bromo-4-methylpyridine). The yield is 66.0%. RXN SMILES: [C:1]([CH2:3][C:4]([CH3:9])(O)[CH2:5][C:6]#[N:7])#[N:2].[BrH:10]>C(O)(=O)C>[NH2:2][C:1]1[N:7]=[C:6]([Br:10])[CH:5]=[C:4]([CH3:9])[CH:3]=1. Procedure details: 56.4 g of 1,3-dicyano-2-methyl-2-hydroxypropane was added carefully to a 33% solution of hydrogen bromide in glacial acetic acid at ice-bath temperature. The reaction mixture was then stirred for 3 days at ambient temperature. The solvent was removed in vacuo and the residual oil was brought to pH 12 with a 10 molar aqueous solution of sodium hydroxide. This alkaline solution was extracted three times each with 100 ml ethyl acetate. The combined organic layers were dried with magnesium sulphate ... The reactants are C[Si](C)(C)[N-][Si](C)(C)C.[Na+] (sodium bistrimethylsilylamide), BrCC1=CC=C(C(=O)OCC2=CC=CC=C2)C=C1 (benzyl 4-bromomethylbenzoate), C1(=CC=CC=C1)[C@H]1NC(OC1)=O ((4R)-(-)-4-phenyl-2-oxazolidinone). The solvent is C1CCOC1 (THF), C1CCOC1 (THF). Yields the product C(C1=CC=CC=C1)OC(=O)C1=CC=C(C=C1)CN1C(OC[C@H]1C1=CC=CC=C1)=O ((4R)-(-)-3-(4-Benzyloxycarbonylphenylmethyl)-4-phenyl-2-oxazolidinone). As a reaction SMILES: [C:1]1([C@@H:7]2[CH2:11][O:10][C:9](=[O:12])[NH:8]2)[CH:6]=[CH:5][CH:4]=[CH:3][CH:2]=1.C[Si]([N-][Si](C)(C)C)(C)C.[Na+].Br[CH2:24][C:25]1[CH:40]=[CH:39][C:28]([C:29]([O:31][CH2:32][C:33]2[CH:38]=[CH:37][CH:36]=[CH:35][CH:34]=2)=[O:30])=[CH:27][CH:26]=1>C1COCC1>[CH2:32]([O:31][C:29]([C:28]1[CH:27]=[CH:26][C:25]([CH2:24][N:8]2[C@H:7]([C:1]3[CH:2]=[CH:3][CH:4]=[CH:5][CH:6]=3)[CH2:11][O:10][C:9]2=[O:12])=[CH:40][CH:39]=1)=[O:30])[C:33]1[CH:34]=[CH:35][CH:36]=[CH:37][CH:38]=1 |f:1.2|. Procedure: 490 mg (3 mmol) of (4R)-(-)-4-phenyl-2-oxazolidinone are dissolved in 9 ml of absolute THF, first 3.3 ml of sodium bistrimethylsilylamide (1M in THF) and then 1050 mg (3.45 mmol) of benzyl 4-bromomethylbenzoate, dissolved in 2 ml of absolute THF, are added. The crude product is purified by chromatography (eluent: CH2Cl2) Starting materials: CC(CN1C(N(C(C=C1S)=O)C)=O)(C)C (1-(2,2-Dimethylpropyl)-6-mercapto-3-methyl-pyrimidine-2,4(1H,3H)-dione), C([O-])([O-])=O.[K+].[K+] (potassium carbonate), Cl (HCl), BrCC(C(=O)OCC)=O (Ethyl bromopyruvate). The reagents and catalysts are [Ti](Cl)(Cl)(Cl)Cl (Titanium tetrachloride). Run in O (water), O (water), CN(C=O)C (dimethylformamide), ClCCl (dichloromethane). Reaction conditions: time 10 minute. Product: CC(CN1C(N(C(C2=C1SC=C2C(=O)OCC)=O)C)=O)(C)C (Ethyl 1-(2,2-dimethylpropyl)-3-methyl-2,4-dioxo-1,2,3,4-tetrahydrothieno[2,3-d]pyrimidine-5-carboxylate). Reaction SMILES: [CH3:1][C:2]([CH3:15])([CH3:14])[CH2:3][N:4]1[C:9]([SH:10])=[CH:8][C:7](=[O:11])[N:6]([CH3:12])[C:5]1=[O:13].C(=O)([O-])[O-].[K+].[K+].Br[CH2:23][C:24](=O)[C:25]([O:27][CH2:28][CH3:29])=[O:26].Cl>CN(C)C=O.ClCCl.[Ti](Cl)(Cl)(Cl)Cl.O>[CH3:1][C:2]([CH3:15])([CH3:14])[CH2:3][N:4]1[C:9]2[S:10][CH:23]=[C:24]([C:25]([O:27][CH2:28][CH3:29])=[O:26])[C:8]=2[C:7](=[O:11])[N:6]([CH3:12])[C:5]1=[O:13] |f:1.2.3|. Procedure details: To the product of step b) (6.3 g) in dry dimethylformamide (100 ml) was added potassium carbonate (1.9 g) and stirred for 10 min. Ethyl bromopyruvate (4 ml) was added and was stirred under nitrogen at room temperature for 2 h. The reaction was poured into water (1 L) and acidified (2M HCl) and extracted with ethyl acetate. The combined organics were washed with brine (100 ml). Drying and evaporation afforded an oil. The oil was dissolved in dichloromethane (100 ml) and cooled in ice whilst stirr... Yields the product CC12CCC3C(C1)C(C)(C)C3(C)C2=O. As a reaction SMILES: [CH3:15][OH:16].[CH3:1][C:2]1=[CH:7][CH2:6][CH2:5][C:4]([CH2:8][CH:9]=[C:10]([CH3:11])[CH3:12])([CH3:13])[C:3]1=[O:14]>>[CH3:1][C:2]12[C:3](=[O:14])[C:4]3([CH3:13])[CH2:5][CH2:6][CH:7]1[CH:9]([CH2:8]3)[C:10]2([CH3:11])[CH3:12]. Reactants: CO, CC(C)=CCC1(C)CCC=C(C)C1=O.